Dataset: the Open Reaction Database (ORD), a public repository of structured organic reaction records. Task: describe an organic reaction: reactants, conditions, products, and yield Reactants: C1(=C(C(=CC(=C1)C)C)C=1N=C(SC1)N)C (4-mesitylthiazol-2-amine), Cl.C(C1=CC=NC=C1)(=O)Cl (isonicotinoyl chloride hydrochloride). The reagents and catalysts are CN(C)C=1C=CN=CC1 (DMAP). The solvent is C(Cl)Cl (CH2Cl2). Reaction conditions: time 2 hour. Yields the product C1(=C(C(=CC(=C1)C)C)C=1N=C(SC1)C(=O)C1=CC=NC=C1)C ((4-mesitylthiazol-2-yl)(pyridin-4-yl)methanone). Reaction SMILES: [C:1]1([CH3:15])[CH:6]=[C:5]([CH3:7])[CH:4]=[C:3]([CH3:8])[C:2]=1[C:9]1[N:10]=[C:11](N)[S:12][CH:13]=1.Cl.[C:17](Cl)(=[O:24])[C:18]1[CH:23]=[CH:22][N:21]=[CH:20][CH:19]=1>C(Cl)Cl.CN(C1C=CN=CC=1)C>[C:1]1([CH3:15])[CH:6]=[C:5]([CH3:7])[CH:4]=[C:3]([CH3:8])[C:2]=1[C:9]1[N:10]=[C:11]([C:17]([C:18]2[CH:23]=[CH:22][N:21]=[CH:20][CH:19]=2)=[O:24])[S:12][CH:13]=1 |f:1.2|. Procedure details: To a 0° C. solution of 4-mesitylthiazol-2-amine (7.8 g, 37 mmol)4 in CH2Cl2 (200 mL) was added DMAP (9.0 g, 74 mmol) followed by isonicotinoyl chloride hydrochloride (8.5 g, 48 mmol). Then the mixture was stirred at room temperature for 2 hr. After that, the concentrated mixture was subjected to purification by silica gel chromatography followed by recrystallization from ethanol to give INH41 (10.2 g, 85%) as a white solid; mp 202-203° C. 1H NMR (400 MHz, CDCl3) δ 12.71 (br, 1H), 8.65 (dd, 2H, J... Starting materials: CC1(OC2=C(C(=C1)C1=CC=NC=C1)C(=CC(=C2)C(C)CCCC2=CC=C(C=C2)F)O)C (2,2-Dimethyl-5-Hydroxy-7 -[5-(4-Fluorophenyl)-2-Pentyl]-4-(4-Pyridyl)-2H-1-Benzopyran), C(C)(=O)OC(C)=O (acetic anhydride). The solvent is N1=CC=CC=C1 (pyridine). Reaction conditions: time 8 hour. The product is C(C)(=O)OC1=CC(=CC2=C1C(=CC(O2)(C)C)C2=CC=NC=C2)C(C)CCCC2=CC=C(C=C2)F (5-Acetoxy-2,2-Dimethyl-7-[5-(4-Fluorophenyl)-2-Pentyl]-4-(4Pyridyl)-2H-1-Benzopyran). Reaction SMILES: [CH3:1][C:2]1([CH3:31])[CH:7]=[C:6]([C:8]2[CH:13]=[CH:12][N:11]=[CH:10][CH:9]=2)[C:5]2[C:14]([OH:30])=[CH:15][C:16]([CH:18]([CH2:20][CH2:21][CH2:22][C:23]3[CH:28]=[CH:27][C:26]([F:29])=[CH:25][CH:24]=3)[CH3:19])=[CH:17][C:4]=2[O:3]1.[C:32](OC(=O)C)(=[O:34])[CH3:33]>N1C=CC=CC=1>[C:32]([O:30][C:14]1[C:5]2[C:6]([C:8]3[CH:9]=[CH:10][N:11]=[CH:12][CH:13]=3)=[CH:7][C:2]([CH3:1])([CH3:31])[O:3][C:4]=2[CH:17]=[C:16]([CH:18]([CH2:20][CH2:21][CH2:22][C:23]2[CH:24]=[CH:25][C:26]([F:29])=[CH:27][CH:28]=2)[CH3:19])[CH:15]=1)(=[O:34])[CH3:33]. Procedure: 4.17 g. (0.01 mole) of the hydroxy compound of Example 3 was dissolved in 8 ml. of dry pyridine to which was added 1.22 g. (0.012 mole) of acetic anhydride. The reaction was stirred at room temperature overnight, evaporated, treated with benzene and evaporated again. The residue was taken up in ether, washed with water, dried over magnesium sulfate and evaporated. The compound was then purified on a Florosil activated aluminum magnesium silicate column using methanolbenzene as an eluting solvent...